Dataset: the Open Reaction Database (ORD), a public repository of structured organic reaction records. Task: describe an organic reaction: reactants, conditions, products, and yield The reactants are CCNCc1nc2ccccc2cc1-c1cc(CC(=O)OCC)ccc1OC, COCC(=O)Cl. RXN SMILES: [CH2:1]([CH3:2])[O:3][C:4]([CH2:5][c:6]1[cH:7][c:8](-[c:14]2[c:15]([CH2:24][NH:25][CH2:26][CH3:27])[n:16][c:17]3[cH:18][cH:19][cH:20][cH:21][c:22]3[cH:23]2)[c:9]([O:12][CH3:13])[cH:10][cH:11]1)=[O:28].[CH3:29][O:30][CH2:31][C:32](=[O:33])[Cl:34]>>[CH2:1]([CH3:2])[O:3][C:4]([CH2:5][c:6]1[cH:7][c:8](-[c:14]2[c:15]([CH2:24][N:25]([CH2:26][CH3:27])[C:32]([CH2:31][O:30][CH3:29])=[O:33])[n:16][c:17]3[cH:18][cH:19][cH:20][cH:21][c:22]3[cH:23]2)[c:9]([O:12][CH3:13])[cH:10][cH:11]1)=[O:28]. Product: CCOC(=O)Cc1ccc(OC)c(-c2cc3ccccc3nc2CN(CC)C(=O)COC)c1. The reactants are O=C([O-])[O-], Cc1ccc(S(=O)(=O)OCCn2ccnn2)cc1, CN(C)C=O, CCCNC(=O)Nc1ccc(Oc2ccnc3cc(O)c(OC)cc23)cc1Cl, [K+], [K+], O. The product is CCCNC(=O)Nc1ccc(Oc2ccnc3cc(OCCn4ccnn4)c(OC)cc23)cc1Cl. RXN SMILES: [C:29](=[O:30])([O-:31])[O-:32].[CH3:35][c:36]1[cH:37][cH:38][c:39]([S:40]([O:41][CH2:46][CH2:47][n:48]2[n:49][n:50][cH:51][cH:52]2)(=[O:42])=[O:43])[cH:44][cH:45]1.[CH3:54][N:55]([CH3:56])[CH:57]=[O:58].[Cl:1][c:2]1[c:3]([NH:22][C:23](=[O:24])[NH:25][CH2:26][CH2:27][CH3:28])[cH:4][cH:5][c:6]([O:8][c:9]2[cH:10][cH:11][n:12][c:13]3[cH:14][c:15]([OH:21])[c:16]([O:19][CH3:20])[cH:17][c:18]23)[cH:7]1.[K+:33].[K+:34].[OH2:53]>>[Cl:1][c:2]1[c:3]([NH:22][C:23](=[O:24])[NH:25][CH2:26][CH2:27][CH3:28])[cH:4][cH:5][c:6]([O:8][c:9]2[cH:10][cH:11][n:12][c:13]3[cH:14][c:15]([O:21][CH2:46][CH2:47][n:48]4[n:49][n:50][cH:51][cH:52]4)[c:16]([O:19][CH3:20])[cH:17][c:18]23)[cH:7]1.